From a dataset of the Open Reaction Database (ORD), a public repository of structured organic reaction records. describe an organic reaction: reactants, conditions, products, and yield The reactants are C(C1=CC=NC=C1)(=O)N (isonicotinamide), BrC(C)C (2-bromopropane). Solvent: CN(C)C=O (DMF). Yields the product [Br-].C(C)(C)[N+]1=CC=C(C=C1)C(=O)N (1-isopropylpyridinium-4-carboxamide bromide). Yield: 65.0%. As a reaction SMILES: [C:1]([NH2:9])(=[O:8])[C:2]1[CH:7]=[CH:6][N:5]=[CH:4][CH:3]=1.[Br:10][CH:11]([CH3:13])[CH3:12]>CN(C=O)C>[Br-:10].[CH:11]([N+:5]1[CH:6]=[CH:7][C:2]([C:1]([NH2:9])=[O:8])=[CH:3][CH:4]=1)([CH3:13])[CH3:12] |f:3.4|. Procedure: A solution of 200 mL of DMF, containing 50.0 g of isonicotinamide and 60 mL of 2-bromopropane, was refluxed 5.75 h. A white insoluble solid filtered from this cool solution gave 64.9 g (65%) of 1-isopropylpyridinium-4-carboxamide bromide, m/e=165, NMR. Catalytic reduction of this salt, with PtO2 in MeOH, gave 65.2 g (98%) of 1-isopropylpiperidine-4-carboxamide hydrobromide, m/e=171. An aqueous solution of this salt was basified, evaporated to dryness, and extracted with EtOAc to give 39.7 g (90%...